From a dataset of the Open Reaction Database (ORD), a public repository of structured organic reaction records. describe an organic reaction: reactants, conditions, products, and yield The reactants are CN(C=O)C (dimethylformamide), S(=O)(Cl)Cl (thionyl chloride), OC1=C(C=NC2=CC=CN=C12)C(=O)O (4-hydroxy-1,5-naphthyridine-3-carboxylic acid). Solvent: C1=CC=CC=C1 (benzene). Reaction conditions: time 3 hour. Yields the product Cl.OC1=C(C=NC2=CC=CN=C12)C(=O)Cl (4-hydroxy-1,5-naphthyridine-3-carbonyl chloride hydrochloride). Isolated yield 147.5%. As a reaction SMILES: CN(C)C=O.S(Cl)([Cl:8])=O.[OH:10][C:11]1[C:20]2[C:15](=[CH:16][CH:17]=[CH:18][N:19]=2)[N:14]=[CH:13][C:12]=1[C:21]([OH:23])=O>C1C=CC=CC=1>[ClH:8].[OH:10][C:11]1[C:20]2[C:15](=[CH:16][CH:17]=[CH:18][N:19]=2)[N:14]=[CH:13][C:12]=1[C:21]([Cl:8])=[O:23] |f:4.5|. Reported procedure: To a mixture of dimethylformamide (0.73 g) and thionyl chloride (1.56 g) in benzene, there was added dropwise 4-hydroxy-1,5-naphthyridine-3-carboxylic acid (1.9 g) while stirring, and the reaction was carried out at 40° to 85°C for 3 hours. The crystals were collected by filtration, washed with benzene and dried under reduced pressure to give the objective compound (2.37 g). Purity, 96.3%. M.P.>350°C. Reactants: CCOCC, CO, ClCCl, Fc1ccccc1CBr, [Mg], O=C1CN2CCC1CC2, N, O. Product: OC1(Cc2ccccc2F)CN2CCC1CC2. Reaction SMILES: [CH3:20][CH2:21][O:22][CH2:23][CH3:24].[CH3:28][OH:29].[Cl:25][CH2:26][Cl:27].[F:2][c:3]1[c:4]([CH2:5][Br:6])[cH:7][cH:8][cH:9][cH:10]1.[Mg:1].[N:11]12[CH2:12][C:13](=[O:19])[CH:14]([CH2:15][CH2:16]1)[CH2:17][CH2:18]2.[NH3:30].[OH2:31]>>[F:2][c:3]1[c:4]([CH2:5][C:13]2([OH:19])[CH2:12][N:11]3[CH2:16][CH2:15][CH:14]2[CH2:17][CH2:18]3)[cH:7][cH:8][cH:9][cH:10]1. Reactants: C1CCOC1, O=Cc1ccc(-c2ccc(C(F)(F)F)cc2)s1. The product is OCc1ccc(-c2ccc(C(F)(F)F)cc2)s1. As a reaction SMILES: [CH2:18]1[O:19][CH2:20][CH2:21][CH2:22]1.[F:1][C:2]([c:3]1[cH:4][cH:5][c:6](-[c:9]2[cH:10][cH:11][c:12]([CH:14]=[O:15])[s:13]2)[cH:7][cH:8]1)([F:16])[F:17]>>[F:1][C:2]([c:3]1[cH:4][cH:5][c:6](-[c:9]2[cH:10][cH:11][c:12]([CH2:14][OH:15])[s:13]2)[cH:7][cH:8]1)([F:16])[F:17]. Reactants: mixture, N1(CCCC1)CC1NCCC2=CC=CC(=C12)OC (1-(pyrrolidin-1-yl)methyl-8-methoxy-1,2,3,4-tetrahydroisoquinoline), N1(CCCC1)CC1NCCC2=CC(=CC=C12)OC (1-(pyrrolidin-1-yl)methyl-6-methoxy-1,2,3,4-tetrahydroisoquinoline), ClC=1C=C(C=CC1Cl)CC(=O)O (3,4-dichlorophenylacetic acid), C1(CCCCC1)N=C=NC1CCCCC1 (dicyclohexylcarbodiimide). Solvent: C(C)(=O)OCC (ethyl acetate), C(Cl)Cl (methylene chloride). The product is Cl.N1(CCCC1)CC1(NCCC2=CC=CC(=C12)OC)C(CC1=CC(=C(C=C1)Cl)Cl)=O (1-(pyrrolidin-1-yl)methyl-2-(3,4-dichlorophenyl)acetyl-8-methoxy-1,2,3,4-tetrahydroisoquinoline hydrochloride). RXN SMILES: [N:1]1([CH2:6][CH:7]2[C:16]3[C:11](=[CH:12][CH:13]=[CH:14][C:15]=3[O:17][CH3:18])[CH2:10][CH2:9][NH:8]2)[CH2:5][CH2:4][CH2:3][CH2:2]1.N1(CC2C3C(=CC(OC)=CC=3)CCN2)CCCC1.[Cl:37][C:38]1[CH:39]=[C:40]([CH2:45][C:46](O)=[O:47])[CH:41]=[CH:42][C:43]=1[Cl:44].C1(N=C=NC2CCCCC2)CCCCC1>C(Cl)Cl.C(OCC)(=O)C>[ClH:37].[N:1]1([CH2:6][C:7]2([C:46](=[O:47])[CH2:45][C:40]3[CH:41]=[CH:42][C:43]([Cl:44])=[C:38]([Cl:37])[CH:39]=3)[C:16]3[C:11](=[CH:12][CH:13]=[CH:14][C:15]=3[O:17][CH3:18])[CH2:10][CH2:9][NH:8]2)[CH2:5][CH2:4][CH2:3][CH2:2]1 |f:6.7|. Procedure: Prepared as Ex. No. 1, from 4.3 g (17.48 mmoles) of a mixture containing 1-(pyrrolidin-1-yl)methyl-8-methoxy-1,2,3,4-tetrahydroisoquinoline and 1-(pyrrolidin-1-yl)methyl-6-methoxy-1,2,3,4-tetrahydroisoquinoline, 4.3 g (20.98 mmoles) of 3,4-dichlorophenylacetic acid, and 8.0 g (38.80 mmoles) of dicyclohexylcarbodiimide, in 110 ml of dry methylene chloride. The silica gel chromatographic column was eluted with CH2Cl2, containing increasing amounts of MeOH (0.6-2.5%); 1.5 g of the crude product wer... Reactants: Cn1c(=O)[nH]c2ncccc21, Cc1ccccc1CN=C=O, C1COCCO1. The product is Cc1ccccc1CNC(=O)n1c(=O)n(C)c2cccnc21. As a reaction SMILES: [CH3:1][n:2]1[c:3](=[O:11])[nH:4][c:5]2[n:6][cH:7][cH:8][cH:9][c:10]12.[N:12](=[C:13]=[O:14])[CH2:15][c:16]1[c:17]([CH3:22])[cH:18][cH:19][cH:20][cH:21]1.[O:23]1[CH2:24][CH2:25][O:26][CH2:27][CH2:28]1>>[CH3:1][n:2]1[c:3](=[O:11])[n:4]([C:13]([NH:12][CH2:15][c:16]2[c:17]([CH3:22])[cH:18][cH:19][cH:20][cH:21]2)=[O:14])[c:5]2[n:6][cH:7][cH:8][cH:9][c:10]12. Starting materials: O=S(=O)(Cl)c1ccc(Br)cc1, C1CCOC1, CCN(C(C)C)C(C)C, Nc1cccc(S(N)(=O)=O)c1. Yields the product NS(=O)(=O)c1cccc(NS(=O)(=O)c2ccc(Br)cc2)c1. Reaction SMILES: [Br:1][c:2]1[cH:3][cH:4][c:5]([S:8](=[O:9])(=[O:10])[Cl:11])[cH:6][cH:7]1.[CH2:32]1[O:33][CH2:34][CH2:35][CH2:36]1.[CH:23]([N:24]([CH2:25][CH3:26])[CH:27]([CH3:28])[CH3:29])([CH3:30])[CH3:31].[NH2:12][c:13]1[cH:14][c:15]([S:19](=[O:20])(=[O:21])[NH2:22])[cH:16][cH:17][cH:18]1>>[Br:1][c:2]1[cH:3][cH:4][c:5]([S:8](=[O:9])(=[O:10])[NH:12][c:13]2[cH:14][c:15]([S:19](=[O:20])(=[O:21])[NH2:22])[cH:16][cH:17][cH:18]2)[cH:6][cH:7]1. Reactants: FC1=CC=C(CN2CCC(CC2)N2C(C=3C(C2=O)=CC=CC3)=O)C=C1 (1-(p-fluorobenzyl)-4-phthalimidopiperidine), O.NN (hydrazine monohydrate), Cl (hydrochloric acid). Solvent: C(C)O (ethanol). Yields the product NC1CCN(CC1)CC1=CC=C(C=C1)F (4-Amino-1-(p-fluorobenzyl)piperidine). Yield: 91.7%. As a reaction SMILES: [F:1][C:2]1[CH:25]=[CH:24][C:5]([CH2:6][N:7]2[CH2:12][CH2:11][CH:10]([N:13]3C(=O)C4=CC=CC=C4C3=O)[CH2:9][CH2:8]2)=[CH:4][CH:3]=1.O.NN.Cl>C(O)C>[NH2:13][CH:10]1[CH2:9][CH2:8][N:7]([CH2:6][C:5]2[CH:24]=[CH:25][C:2]([F:1])=[CH:3][CH:4]=2)[CH2:12][CH2:11]1 |f:1.2|. Procedure: To a solution of 1-(p-fluorobenzyl)-4-phthalimidopiperidine (3.0 g, 8.9 mmol) in ethanol (30 ml) was added hydrazine monohydrate (0.7 ml) and the mixture was heated under reflux for 3 hours. After allowed to cool, to the reaction mixture was added 5N hydrochloric acid (50 ml) and insolubles were filtered off. Then, the filtrate was washed with chloroform (30 ml×3). The aqueous layer was neutralized with potassium carbonate and then extracted with chloroform (50 ml×4). After drying over anhydrous... Reactants: COC1=CC=C2C=C3C(=NC2=C1)N(N=C3N)C (7-methoxy-1-methyl-1H-pyrazolo[3,4-b]quinolin-3-amine). RXN SMILES: C[O:2][C:3]1[CH:12]=[C:11]2[C:6]([CH:7]=[C:8]3[C:15]([NH2:16])=[N:14][N:13]([CH3:17])[C:9]3=[N:10]2)=[CH:5][CH:4]=1>Br>[NH2:16][C:15]1[C:8]2[C:9](=[N:10][C:11]3[C:6]([CH:7]=2)=[CH:5][CH:4]=[C:3]([OH:2])[CH:12]=3)[N:13]([CH3:17])[N:14]=1. The solvent is Br (hydrobromic acid). Yields the product NC1=NN(C2=NC3=CC(=CC=C3C=C21)O)C (3-amino-1-methyl-1H-pyrazolo[3,4-b]quinolin-7-ol). Isolated yield 63.2%. Reported procedure: A mixture of 20.9 g 7-methoxy-1-methyl-1H-pyrazolo[3,4-b]quinolin-3-amine (Example 7) and 420 ml 48% aqueous hydrobromic acid was stirred at reflux for 21 hours. The reaction mixture was quenched in ice-water and neutralized to pH 7.0 with ammonium hydroxide. The resulting yellow solid was collected by filtration, washed with water and recrystallized from 1100 ml absolute ethanol to provide 12.4 g (63%) 3-amino-1-methyl-1H-pyrazolo[3,4-b]quinolin-7-ol, orange-yellow solid, m.p. 288°-290° C. (dec... Reactants: ClC=1C=CC(=C(C1)S(=O)(=O)N1CCC2=C(C=C(C=C12)C(=O)NC1=CC=C(C(=O)O)C=C1)OC)OC (4-{[1-(5-Chloro-2-methoxy-benzenesulfonyl)-4-methoxy-2,3-dihydro-1H-indole-6-carbonyl]-amino}benzoic acid), ClC=1C=CC(=C(C1)S(=O)(=O)Cl)OC (5-chloro-2-methoxy-benzenesulfonyl chloride). The product is C(C)OC(C1=CC=C(C=C1)NC(=O)C1=CC(=C2CCN(C2=C1)S(=O)(=O)C1=C(C=CC(=C1)Cl)OC)OC)=O (4-{[1-(5-chloro-2-methoxy-benzenesulfonyl)-4-methoxy-2,3-dihydro-1H-indole-6-carbonyl]-amino}-benzoic acid ethyl ester). RXN SMILES: [Cl:1][C:2]1[CH:3]=[CH:4][C:5]([O:34][CH3:35])=[C:6]([S:8]([N:11]2[C:19]3[C:14](=[C:15]([O:32][CH3:33])[CH:16]=[C:17]([C:20]([NH:22][C:23]4[CH:31]=[CH:30][C:26]([C:27]([OH:29])=[O:28])=[CH:25][CH:24]=4)=[O:21])[CH:18]=3)[CH2:13][CH2:12]2)(=[O:10])=[O:9])[CH:7]=1.Cl[C:37]1C=CC(OC)=C(S(Cl)(=O)=O)[CH:42]=1>>[CH2:37]([O:28][C:27](=[O:29])[C:26]1[CH:30]=[CH:31][C:23]([NH:22][C:20]([C:17]2[CH:18]=[C:19]3[C:14]([CH2:13][CH2:12][N:11]3[S:8]([C:6]3[CH:7]=[C:2]([Cl:1])[CH:3]=[CH:4][C:5]=3[O:34][CH3:35])(=[O:10])=[O:9])=[C:15]([O:32][CH3:33])[CH:16]=2)=[O:21])=[CH:24][CH:25]=1)[CH3:42]. Procedure: 4-{[1-(5-Chloro-2-methoxy-benzenesulfonyl)-4-methoxy-2,3-dihydro-1H-indole-6-carbonyl]-amino}benzoic acid, m/z (ES+): 517.32 (M+H+.), was prepared in analogy to example 26, steps 1 to 6. Step 5 was performed using 5-chloro-2-methoxy-benzenesulfonyl chloride, yielding 4-{[1-(5-chloro-2-methoxy-benzenesulfonyl)-4-methoxy-2,3-dihydro-1H-indole-6-carbonyl]-amino}-benzoic acid ethyl ester, which was hydrolyzed in step 6. Starting materials: NC=1C=NN(C1N1C[C@H](CCC1)CNC(OC(C)(C)C)=O)C ((R)-tert-butyl (1-(4-amino-1-methyl-1H-pyrazol-5-yl)piperidin-3-yl)methylcarbamate), NC=1C(=NC(=CC1)Br)C(=O)O (3-amino-6-bromopicolinic acid), amide, FC1=C(C=CC=C1)B(O)O (2-fluorophenylboronic acid). Product: NC=1C(=NC(=CC1)C1=C(C=CC=C1)F)C(=O)NC=1C=NN(C1N1C[C@@H](CCC1)CN)C ((S)-3-amino-N-(5-(3-(aminomethyl)piperidin-1-yl)-1-methyl-1H-pyrazol-4-yl)-6-(2-fluorophenyl)picolinamide). Isolated yield 15.0%. RXN SMILES: [NH2:1][C:2]1[CH:3]=[N:4][N:5]([CH3:22])[C:6]=1[N:7]1[CH2:12][CH2:11][CH2:10][C@H:9]([CH2:13][NH:14]C(=O)OC(C)(C)C)[CH2:8]1.[NH2:23][C:24]1[C:25]([C:31]([OH:33])=O)=[N:26][C:27](Br)=[CH:28][CH:29]=1.[F:34][C:35]1[CH:40]=[CH:39][CH:38]=[CH:37][C:36]=1B(O)O>>[NH2:23][C:24]1[C:25]([C:31]([NH:1][C:2]2[CH:3]=[N:4][N:5]([CH3:22])[C:6]=2[N:7]2[CH2:12][CH2:11][CH2:10][C@@H:9]([CH2:13][NH2:14])[CH2:8]2)=[O:33])=[N:26][C:27]([C:36]2[CH:37]=[CH:38][CH:39]=[CH:40][C:35]=2[F:34])=[CH:28][CH:29]=1. Reported procedure: Following the procedures for Example 141, (R)-tert-butyl (1-(4-amino-1-methyl-1H-pyrazol-5-yl)piperidin-3-yl)methylcarbamate, 3-amino-6-bromopicolinic acid were coupled and the intermediate amide was reacted with 2-fluorophenylboronic acid under palladium catalyzed Suzuki conditions to give 128 as a white solid (27 mg, 15%) over three steps. 1H NMR (400 MHz, DMSO) δ 9.82 (s, 1H), 8.04 (t, J=8.0, 1H), 7.81-7.60 (m, 2H), 7.38 (ddd, J=22.0, 13.3, 7.2, 5H), 7.07 (s, 4H), 3.68 (s, 3H), 3.15-2.94 (m, ...